Dataset: the Open Reaction Database (ORD), a public repository of structured organic reaction records. Task: describe an organic reaction: reactants, conditions, products, and yield The reactants are C(C1=CC=CC=C1)N1N=CC(=C(C1=O)Cl)Cl (2-benzyl-4,5-dichloropyridazin-3(2H)-one), C[O-].[Na+] (NaOMe). The solvent is O1CCOCC1 (1,4-dioxane). Run at time 2 hour. The product is C(C1=CC=CC=C1)N1N=CC(=C(C1=O)OC)Cl (2-benzyl-5-chloro-4-methoxypyridazin-3(2H)-one). Isolated yield 90.2%. As a reaction SMILES: [CH2:1]([N:8]1[C:13](=[O:14])[C:12](Cl)=[C:11]([Cl:16])[CH:10]=[N:9]1)[C:2]1[CH:7]=[CH:6][CH:5]=[CH:4][CH:3]=1.[CH3:17][O-:18].[Na+]>O1CCOCC1>[CH2:1]([N:8]1[C:13](=[O:14])[C:12]([O:18][CH3:17])=[C:11]([Cl:16])[CH:10]=[N:9]1)[C:2]1[CH:7]=[CH:6][CH:5]=[CH:4][CH:3]=1 |f:1.2|. Reported procedure: To a stirring solution of 2-benzyl-4,5-dichloropyridazin-3(2H)-one (22.9 g, 89.8 mmol) in 1,4-dioxane (300 mL) at RT under argon was added NaOMe (22.4 mL, 25% solution in MeOH, 97.9 mmol) over 10 min by syringe. After 2 h, TLC indicated the reaction was completed. The reaction mixture was concentrated under reduced pressure. A saturated solution of NaCl (200 mL) was added and the resulting solution was extracted with CH2Cl2 (2×100 mL). The combined organic layers were dried (Na2SO4), concentrate...